From a dataset of the Open Reaction Database (ORD), a public repository of structured organic reaction records. describe an organic reaction: reactants, conditions, products, and yield Reactants: C(C)(C)(C)C1=CC(=C(C=N1)C=1N([C@]([C@](N1)(C)C1=CC=C(C=C1)Cl)(C)C1=CC=C(C=C1)Cl)C(=O)Cl)OCC ((4S,5R)-2-(6-tert-butyl-4-ethoxy-pyridin-3-yl)-4,5-bis-(4-chloro-phenyl)-4,5-dimethyl-4,5-dihydro-imidazole-1-carbonyl chloride), N1CCC(CC1)NC(C)=O (N-piperidin-4-yl-acetamide). Product: C(C)(C)(C)C1=CC(=C(C=N1)C=1N([C@]([C@](N1)(C)C1=CC=C(C=C1)Cl)(C)C1=CC=C(C=C1)Cl)C(=O)N1CCC(CC1)NC(C)=O)OCC (N-{1-[(4S,5R)-2-(6-tert-Butyl-4-ethoxy-pyridin-3-yl)-4,5-bis-(4-chloro-phenyl)-4,5-dimethyl-4,5-dihydro-imidazole-1-carbonyl]-piperidin-4-yl}-acetamide). Reaction SMILES: [C:1]([C:5]1[N:10]=[CH:9][C:8]([C:11]2[N:12]([C:32](Cl)=[O:33])[C@@:13]([C:25]3[CH:30]=[CH:29][C:28]([Cl:31])=[CH:27][CH:26]=3)([CH3:24])[C@@:14]([C:17]3[CH:22]=[CH:21][C:20]([Cl:23])=[CH:19][CH:18]=3)([CH3:16])[N:15]=2)=[C:7]([O:35][CH2:36][CH3:37])[CH:6]=1)([CH3:4])([CH3:3])[CH3:2].[NH:38]1[CH2:43][CH2:42][CH:41]([NH:44][C:45](=[O:47])[CH3:46])[CH2:40][CH2:39]1>>[C:1]([C:5]1[N:10]=[CH:9][C:8]([C:11]2[N:12]([C:32]([N:38]3[CH2:43][CH2:42][CH:41]([NH:44][C:45](=[O:47])[CH3:46])[CH2:40][CH2:39]3)=[O:33])[C@@:13]([C:25]3[CH:26]=[CH:27][C:28]([Cl:31])=[CH:29][CH:30]=3)([CH3:24])[C@@:14]([C:17]3[CH:18]=[CH:19][C:20]([Cl:23])=[CH:21][CH:22]=3)([CH3:16])[N:15]=2)=[C:7]([O:35][CH2:36][CH3:37])[CH:6]=1)([CH3:2])([CH3:3])[CH3:4]. Procedure details: In a manner analogous to the method described in examples 8, (4S,5R)-2-(6-tert-butyl-4-ethoxy-pyridin-3-yl)-4,5-bis-(4-chloro-phenyl)-4,5-dimethyl-4,5-dihydro-imidazole-1-carbonyl chloride (example 51) was coupled with N-piperidin-4-yl-acetamide (TCI) to give the title compound. HR-MS (ES, m/z) calculated for C36H44Cl2N5O3 [(M+H)+] 664.2816, observed 664.2813. Yields the product FC(C(=O)NCC#CC=1C(NC(N([C@H]2CC[C@@H](CO)O2)C1)=O)=O)(F)F (5-(3-trifluoroacetamido-1-propynyl)-2', 3'-dideoxyuridine). Solvent: ClCCl (dichloromethane). As a reaction SMILES: I[C@@:2]1([N:11]2[CH:18]=[CH:17][C:15](=[O:16])[NH:14][C:12]2=[O:13])[O:10][C@H:7]([CH2:8][OH:9])[C@@H:5](O)[C@H:3]1O.[CH2:19]([NH:22][C:23](=[O:28])[C:24]([F:27])([F:26])[F:25])[C:20]#[CH:21].CO>ClCCl>[F:25][C:24]([F:27])([F:26])[C:23]([NH:22][CH2:19][C:20]#[C:21][C:17]1[C:15](=[O:16])[NH:14][C:12](=[O:13])[N:11]([CH:18]=1)[C@@H:2]1[O:10][C@H:7]([CH2:8][OH:9])[CH2:5][CH2:3]1)=[O:28]. Reactants: I[C@@]1([C@H](O)[C@H](O)[C@@H](CO)O1)N1C(=O)NC(=O)C=C1 (Iodouridine), C(C#C)NC(C(F)(F)F)=O (N-propargyltrifluoroacetamide), CO (methanol). Reported procedure: Iodouridine 21 was coupled for 3 hours to N-propargyltrifluoroacetamide following the general method given in Example 5C. Chromatography with a 0-5% methanol in dichloromethane gradient afforded material which was homogeneous by TLC, but which was difficult to dry. After co-evaporating the chromatographed product several times with chloroform and vacuum-drying, 536.5 mg of alkynylamino nucleoside 22 was obtained as a white foam. This material was homogeneous by TLC and was pure by NMR except for...